Dataset: the Open Reaction Database (ORD), a public repository of structured organic reaction records. Task: describe an organic reaction: reactants, conditions, products, and yield The reactants are S1C(SC=C1)=C(C(=O)OC)C(=O)OC (Dimethyl 2-(1,3-dithiol-2-ylidene)malonate), [OH-].[K+] (potassium hydroxide). Solvent: O (water), CO (methanol). Conditions: temperature 50 celsius. Yields the product S1C(SC=C1)=C(C(=O)O)C(=O)OC (2-(1,3-dithiol-2-ylidene)-3-methoxy-3-oxopropionic acid). Isolated yield 84.4%. As a reaction SMILES: [S:1]1[CH:5]=[CH:4][S:3][C:2]1=[C:6]([C:11]([O:13]C)=[O:12])[C:7]([O:9][CH3:10])=[O:8].[OH-].[K+]>CO.O>[S:1]1[CH:5]=[CH:4][S:3][C:2]1=[C:6]([C:7]([O:9][CH3:10])=[O:8])[C:11]([OH:13])=[O:12] |f:1.2|. Reported procedure: Dimethyl 2-(1,3-dithiol-2-ylidene)malonate (2) (116 g) was suspended in methanol (2 l), to which a solution of 33.5 g of 85% potassium hydroxide in water (250 ml) was added. The resulting mixture was heated under reflux for 8 hours. After the solvent was removed, water (2.5 l) was added and the resulting mixture was heated to 50° C. Insoluble matter was filtered off. Concentrated hydrochloric acid (50 ml) was added to the filtrate to acidify the same. The resultant precipitate was collected by f... The reactants are CS(=O)(=O)Cl, CN(C)c1ccncc1, NCCn1cc2c(-c3ccc(F)cc3)c(-c3ccncc3)c(-c3ccc(F)cc3)nc2n1, c1ccncc1. Yields the product CS(=O)(=O)NCCn1cc2c(-c3ccc(F)cc3)c(-c3ccncc3)c(-c3ccc(F)cc3)nc2n1. As a reaction SMILES: [CH3:33][S:34]([Cl:35])(=[O:36])=[O:37].[CH3:38][N:39]([c:40]1[cH:41][cH:42][n:43][cH:44][cH:45]1)[CH3:46].[NH2:1][CH2:2][CH2:3][n:4]1[n:5][c:6]2[n:7][c:8](-[c:26]3[cH:27][cH:28][c:29]([F:32])[cH:30][cH:31]3)[c:9](-[c:20]3[cH:21][cH:22][n:23][cH:24][cH:25]3)[c:10](-[c:13]3[cH:14][cH:15][c:16]([F:19])[cH:17][cH:18]3)[c:11]2[cH:12]1.[cH:47]1[cH:48][cH:49][n:50][cH:51][cH:52]1>>[NH:1]([CH2:2][CH2:3][n:4]1[n:5][c:6]2[n:7][c:8](-[c:26]3[cH:27][cH:28][c:29]([F:32])[cH:30][cH:31]3)[c:9](-[c:20]3[cH:21][cH:22][n:23][cH:24][cH:25]3)[c:10](-[c:13]3[cH:14][cH:15][c:16]([F:19])[cH:17][cH:18]3)[c:11]2[cH:12]1)[S:34]([CH3:33])(=[O:36])=[O:37]. The reactants are C(C)OC1=NN(C(=C1)C1=CC=C(C=C1)O)C1=CC=C(C=C1)OC (4-[3-ethoxy-1-(4-methoxyphenyl)-1H-pyrazol-5-yl]phenol), [H-].[Na+] (sodium hydride), oil, BrCCNC(OC(C)(C)C)=O (tert-butyl (2-bromoethyl)carbamate), ice water. Solvent: CN(C)C=O (DMF), CN(C)C=O (DMF). Conditions: time 40 minute. The product is C(C)OC1=NN(C(=C1)C1=CC=C(OCCNC(OC(C)(C)C)=O)C=C1)C1=CC=C(C=C1)OC (tert-butyl (2-{4-[3-ethoxy-1-(4-methoxyphenyl)-1H-pyrazol-5-yl]phenoxy}ethyl)carbamate). The yield is 45.7%. RXN SMILES: [CH2:1]([O:3][C:4]1[CH:8]=[C:7]([C:9]2[CH:14]=[CH:13][C:12]([OH:15])=[CH:11][CH:10]=2)[N:6]([C:16]2[CH:21]=[CH:20][C:19]([O:22][CH3:23])=[CH:18][CH:17]=2)[N:5]=1)[CH3:2].[H-].[Na+].Br[CH2:27][CH2:28][NH:29][C:30](=[O:36])[O:31][C:32]([CH3:35])([CH3:34])[CH3:33]>CN(C=O)C>[CH2:1]([O:3][C:4]1[CH:8]=[C:7]([C:9]2[CH:10]=[CH:11][C:12]([O:15][CH2:27][CH2:28][NH:29][C:30](=[O:36])[O:31][C:32]([CH3:35])([CH3:34])[CH3:33])=[CH:13][CH:14]=2)[N:6]([C:16]2[CH:21]=[CH:20][C:19]([O:22][CH3:23])=[CH:18][CH:17]=2)[N:5]=1)[CH3:2] |f:1.2|. Reported procedure: To a solution of 4-[3-ethoxy-1-(4-methoxyphenyl)-1H-pyrazol-5-yl]phenol (515.5 mg) in DMF (5 ml) was added sodium hydride 60% dispersion in mineral oil (79.7 mg) at 3° C. The mixture was stirred at ambient temperature for 40 minutes. To the reaction mixture was added a solution of tert-butyl (2-bromoethyl)carbamate (558 mg) in DMF (2 ml). The mixture was stirred at 60° C. for 24 hours. The reaction mixture was poured into ice water and was extracted with AcOEt. The organic layer was washed with ... Reactants: C(CCCCCCCCC)I (decyl iodide), OC1=CC=C(C(=O)O)C=C1 (4-hydroxybenzoic acid), C([O-])([O-])=O.[Na+].[Na+] (sodium carbonate). The solvent is CN(C=O)C (dimethylformamide). The product is C(CCCCCCCCCO)C1=CC=C(C(=O)O)C=C1 (4-(11-Oxaundecyl)-benzoic acid). Reaction SMILES: [CH2:1](I)[CH2:2][CH2:3][CH2:4][CH2:5][CH2:6][CH2:7][CH2:8][CH2:9][CH3:10].O[C:13]1[CH:21]=[CH:20][C:16]([C:17]([OH:19])=[O:18])=[CH:15][CH:14]=1.C(=O)([O-])[O-:23].[Na+].[Na+]>CN(C)C=O>[CH2:1]([C:13]1[CH:21]=[CH:20][C:16]([C:17]([OH:19])=[O:18])=[CH:15][CH:14]=1)[CH2:2][CH2:3][CH2:4][CH2:5][CH2:6][CH2:7][CH2:8][CH2:9][CH2:10][OH:23] |f:2.3.4|. Reported procedure: 38.83 g (144.8 mmol) of decyl iodide is added to a mixture of 20 g (144.8 mmol) of 4-hydroxybenzoic acid and 46 g (434.4 mmol) of sodium carbonate in 400 ml of dimethylformamide, and it is heated for 4 hours to 70° C. Solid is filtered out, the filtrate is evaporated to the dry state in a vacuum, and the residue is taken up in 300 ml of methylene chloride, and 300 ml of 5% aqueous hydrochloric acid is added. It is thoroughly stirred, the organic phase is separated, and it is dried on magnesium s... Starting materials: CC(C)(C(=O)OCC[Si](C)(C)C)C(O)c1ccnc(-c2nc(=O)c3ccccc3s2)c1, CCCC[N+](CCCC)(CCCC)CCCC, [F-], C1CCOC1. Yields the product CC(C)(C(=O)O)C(O)c1ccnc(-c2nc(=O)c3ccccc3s2)c1. RXN SMILES: [CH3:1][C:2]([C:3](=[O:4])[O:5][CH2:6][CH2:7][Si:8]([CH3:9])([CH3:10])[CH3:11])([CH:12]([c:13]1[cH:14][c:15](-[c:19]2[s:20][c:21]3[c:22]([c:23](=[O:25])[n:24]2)[cH:26][cH:27][cH:28][cH:29]3)[n:16][cH:17][cH:18]1)[OH:30])[CH3:31].[CH3:33][CH2:34][CH2:35][CH2:36][N+:37]([CH2:38][CH2:39][CH2:40][CH3:41])([CH2:42][CH2:43][CH2:44][CH3:45])[CH2:46][CH2:47][CH2:48][CH3:49].[F-:32].[O:50]1[CH2:51][CH2:52][CH2:53][CH2:54]1>>[CH3:1][C:2]([C:3](=[O:4])[OH:5])([CH:12]([c:13]1[cH:14][c:15](-[c:19]2[s:20][c:21]3[c:22]([c:23](=[O:25])[n:24]2)[cH:26][cH:27][cH:28][cH:29]3)[n:16][cH:17][cH:18]1)[OH:30])[CH3:31]. Starting materials: [H-].[Na+] (NaH), ClC=1C=C(C=CC1)C1SCC(NC2=C1C=C(C=C2)C(C2=CN=CN2C)(O)C2=CC=C(C=C2)Cl)=O (5-(3-chlorophenyl)-7-[(4-chlorophenyl)hydroxy(1-methyl-1H-imidazol-5-yl)methyl]-1,5-dihydro-4,1-benzothiazepin-2(3H)-one), CCOC(=O)C (EtOAc), IC (Iodomethane). The solvent is C1CCOC1 (THF). Reaction conditions: time 30 minute. Yields the product ClC=1C=C(C=CC1)C1SCC(N(C2=C1C=C(C=C2)C(C2=CN=CN2C)(O)C2=CC=C(C=C2)Cl)C)=O (5-(3-chlorophenyl)-7-[(4-chlorophenyl)hydroxy(1-methyl-1H-imidazol-5-yl)methyl]-1,5-dihydro-1-methyl-4,1-benzothiazepin-2(3H)-one). The yield is 67.0%. RXN SMILES: [H-].[Na+].[Cl:3][C:4]1[CH:5]=[C:6]([CH:10]2[C:16]3[CH:17]=[C:18]([C:21]([C:29]4[CH:34]=[CH:33][C:32]([Cl:35])=[CH:31][CH:30]=4)([OH:28])[C:22]4[N:26]([CH3:27])[CH:25]=[N:24][CH:23]=4)[CH:19]=[CH:20][C:15]=3[NH:14][C:13](=[O:36])[CH2:12][S:11]2)[CH:7]=[CH:8][CH:9]=1.IC.[CH3:39]COC(C)=O>C1COCC1>[Cl:3][C:4]1[CH:5]=[C:6]([CH:10]2[C:16]3[CH:17]=[C:18]([C:21]([C:29]4[CH:30]=[CH:31][C:32]([Cl:35])=[CH:33][CH:34]=4)([OH:28])[C:22]4[N:26]([CH3:27])[CH:25]=[N:24][CH:23]=4)[CH:19]=[CH:20][C:15]=3[N:14]([CH3:39])[C:13](=[O:36])[CH2:12][S:11]2)[CH:7]=[CH:8][CH:9]=1 |f:0.1|. Reported procedure: NaH 60% (0.00917 mol) was added portionwise at 5° C. under N2 flow to a mixture of 5-(3-chlorophenyl)-7-[(4-chlorophenyl)hydroxy(1-methyl-1H-imidazol-5-yl)methyl]-1,5-dihydro-4,1-benzothiazepin-2(3H)-one (see Example B2) (0.00705 mol) in THF (50 ml). The mixture was stirred for 30 min. Iodomethane (0.00846 mol) was added dropwise. The mixture was stirred at 5° C. for 1 hour, at room temperature for 2 hours and hydrolyzed cold. EtOAc was added. The mixture was filtered over celite, washed with Et... Reactants: O[C@@H]1[C@H](CCCC1)N1C=NC2=C3C(=C(C=C2C1=O)CC1=CC=C(C=C1)C(C=C)O)C=NC=C3 (3-[(1S,2S)-2-hydroxycyclohexyl]-6-[4-(1-hydroxyprop-2-en-1-yl)benzyl]pyrido[3,4-h]quinazolin-4(3H)-one). The product is O[C@@H]1[C@H](CCCC1)N1C=NC2=C3C(=C(C=C2C1=O)CC1=CC=C(C=C1)C(CC)O)C=NC=C3 (3-[(1S,2S)-2-Hydroxycyclohexyl]-6-[4-(1-hydroxypropyl)benzyl]pyrido[3,4-h]quinazolin-4(3H)-one). RXN SMILES: [OH:1][C@H:2]1[CH2:7][CH2:6][CH2:5][CH2:4][C@@H:3]1[N:8]1[C:17](=[O:18])[C:16]2[C:11](=[C:12]3[CH:33]=[CH:32][N:31]=[CH:30][C:13]3=[C:14]([CH2:19][C:20]3[CH:25]=[CH:24][C:23]([CH:26]([OH:29])[CH:27]=[CH2:28])=[CH:22][CH:21]=3)[CH:15]=2)[N:10]=[CH:9]1>CO.[Pd]>[OH:1][C@H:2]1[CH2:7][CH2:6][CH2:5][CH2:4][C@@H:3]1[N:8]1[C:17](=[O:18])[C:16]2[C:11](=[C:12]3[CH:33]=[CH:32][N:31]=[CH:30][C:13]3=[C:14]([CH2:19][C:20]3[CH:25]=[CH:24][C:23]([CH:26]([OH:29])[CH2:27][CH3:28])=[CH:22][CH:21]=3)[CH:15]=2)[N:10]=[CH:9]1. The solvent is CO (methanol). Conditions: time 4 hour. The reagents and catalysts are [Pd] (palladium on carbon). Procedure details: To a solution of 3-[(1S,2S)-2-hydroxycyclohexyl]-6-[4-(1-hydroxyprop-2-en-1-yl)benzyl]pyrido[3,4-h]quinazolin-4(3H)-one (0.010 g, 0.023 mmol) in 3 mL of methanol was added palladium on carbon (4.0 mg, 0.037 mmol). The mixture was placed under an atmosphere of hydrogen (1 atm) for 4 h and was then filtered through a pad of Celite, which was washed with MeOH. The filtrate was concentrated in vacuo to provide the title compound that gave a proton NMR spectra consistent with theory and a mass ion (E... Reactants: B, O=C(CCN1C=CC=CC=C1)[N-]Cc1ccc2c(c1)OCO2, C1CCOC1, C1CCOC1. Yields the product C1=CC=CN(CCCNCc2ccc3c(c2)OCO3)C=C1. RXN SMILES: [BH3:23].[CH2:1]1[O:2][c:3]2[cH:4][c:5]([CH2:6][N-:7][C:8]([CH2:9][CH2:10][N:11]3[CH:12]=[CH:13][CH:14]=[CH:15][CH:16]=[CH:17]3)=[O:18])[cH:19][cH:20][c:21]2[O:22]1.[CH2:24]1[O:25][CH2:26][CH2:27][CH2:28]1.[CH2:29]1[O:30][CH2:31][CH2:32][CH2:33]1>>[CH2:1]1[O:2][c:3]2[cH:4][c:5]([CH2:6][NH:7][CH2:8][CH2:9][CH2:10][N:11]3[CH:12]=[CH:13][CH:14]=[CH:15][CH:16]=[CH:17]3)[cH:19][cH:20][c:21]2[O:22]1. Reactants: C([O-])([O-])=O.[K+].[K+] (potassium carbonate), NCC1=NN=C2N1C1=C(C(=NC2)C2=C(C=CC=C2)Cl)C=C(S1)Cl (9-aminomethyl-2-chloro-4-(o-chlorophenyl)-6H-thieno[3,2-f]-s-triazolo[4,3-a][1,4]diazepine), C(C)OC(=O)Cl (chloroformic acid ethyl ester). Solvent: O1CCOCC1 (dioxane). Reaction conditions: time 3 hour. Yields the product C(C)OC(=O)NCC1=NN=C2N1C1=C(C(=NC2)C2=C(C=CC=C2)Cl)C=C(S1)Cl (9-ethoxycarbonylaminomethyl-2-chloro-4-(o-chlorophenyl)-6H-thieno[3,2-f]-s-triazolo[4,3-a][1,4]diazepine). As a reaction SMILES: [NH2:1][CH2:2][C:3]1[N:7]2[C:8]3[S:22][C:21]([Cl:23])=[CH:20][C:9]=3[C:10]([C:13]3[CH:18]=[CH:17][CH:16]=[CH:15][C:14]=3[Cl:19])=[N:11][CH2:12][C:6]2=[N:5][N:4]=1.C(=O)([O-])[O-].[K+].[K+].[CH2:30]([O:32][C:33](Cl)=[O:34])[CH3:31]>O1CCOCC1>[CH2:30]([O:32][C:33]([NH:1][CH2:2][C:3]1[N:7]2[C:8]3[S:22][C:21]([Cl:23])=[CH:20][C:9]=3[C:10]([C:13]3[CH:18]=[CH:17][CH:16]=[CH:15][C:14]=3[Cl:19])=[N:11][CH2:12][C:6]2=[N:5][N:4]=1)=[O:34])[CH3:31] |f:1.2.3|. Reported procedure: 0.6 g of 9-aminomethyl-2-chloro-4-(o-chlorophenyl)-6H-thieno[3,2-f]-s-triazolo[4,3-a][1,4]diazepine are dissolved in 15 ml of absolute dioxane. 1.5 g of potassium carbonate are suspended in the solution and 0.18 g of chloroformic acid ethyl ester added with stirring. After 3 hours, the solid material is filtered off from the solution. The residue obtained after evaporation of the filtrate is recrystallized from ethyl acetate containing active carbon, to yield 9-ethoxycarbonylaminomethyl-2-chloro...